This data is from the Open Reaction Database (ORD), a public repository of structured organic reaction records. The task is: describe an organic reaction: reactants, conditions, products, and yield Starting materials: OC[C@H]1CN(C)[C@@H]2CC3=CNC4=CC=CC(C2=C1)=C34 (lysergol), C[Si](Br)(C)C (trimethylbromosilane), N (ammonia), ice water. Solvent: CS(=O)C (dimethylsulfoxide), CS(=O)C (dimethylsulfoxide). Conditions: time 15 minute. Product: BrC1=C2C[C@H]3N(C[C@H](CO)C=C3C=3C=CC=C(N1)C32)C (2-bromolysergol). RXN SMILES: C[Si](C)(C)[Br:3].[OH:6][CH2:7][C@@H:8]1[CH:23]=[C:22]2[C@@H:12]([CH2:13][C:14]3[C:24]4[C:17](=[CH:18][CH:19]=[CH:20][C:21]2=4)[NH:16][CH:15]=3)[N:10]([CH3:11])[CH2:9]1.N>CS(C)=O>[Br:3][C:15]1[NH:16][C:17]2[C:24]3[C:14]=1[CH2:13][C@@H:12]1[C:22]([C:21]=3[CH:20]=[CH:19][CH:18]=2)=[CH:23][C@@H:8]([CH2:7][OH:6])[CH2:9][N:10]1[CH3:11]. Procedure details: 2 g of trimethylbromosilane are portionwise added to 20 ml of dimethylsulfoxide and the reaction mixture is stirred at room temperature for 15 minutes, then a solution containing 1 g of lysergol in 15 ml of dimethylsulfoxide is added. After stirring for 20 minutes, the mixture is poured onto 150 ml of ice-water and the pH is adjusted to 8-9 by adding aqueous ammonia. The mixture is extracted 3 times with 30 ml of dichloromethane each. The combined organic phase is washed 3 times with 20 ml of 10... The reactants are CNc1ccccc1, Nc1ccccc1, O=[N+]([O-])c1ccccc1. Yields the product C=Nc1ccccc1, Nc1ccccc1. Reaction SMILES: [CH3:17][NH:18][c:19]1[cH:20][cH:21][cH:22][cH:23][cH:24]1.[NH2:1][c:2]1[cH:3][cH:4][cH:5][cH:6][cH:7]1.[O-:8][N+:9]([c:10]1[cH:11][cH:12][cH:13][cH:14][cH:15]1)=[O:16]>>[CH2:17]=[N:18][c:19]1[cH:20][cH:21][cH:22][cH:23][cH:24]1.[NH2:1][c:2]1[cH:3][cH:4][cH:5][cH:6][cH:7]1. The reactants are CN1Cc2occc2C(O)C1, Fc1cccc(Cl)c1Cl. Product: CN1Cc2occc2C(Oc2cccc(Cl)c2Cl)C1. Reaction SMILES: [CH3:1][N:2]1[CH2:3][c:4]2[c:5]([cH:9][cH:10][o:11]2)[CH:6]([OH:8])[CH2:7]1.[Cl:12][c:13]1[c:14]([F:20])[cH:15][cH:16][cH:17][c:18]1[Cl:19]>>[CH3:1][N:2]1[CH2:3][c:4]2[c:5]([cH:9][cH:10][o:11]2)[CH:6]([O:8][c:14]2[c:13]([Cl:12])[c:18]([Cl:19])[cH:17][cH:16][cH:15]2)[CH2:7]1. The reactants are OC1=C(C=CC=C1O)CCCCCCOC1=CC(=C(C(=O)O)C=C1)O (4-[6-(2,3-dihydroxyphenyl)hexyloxy]-2-hydroxybenzoic acid), C([O-])(O)=O.[Na+] (sodium bicarbonate), C(C)I (ethyl iodide). Solvent: CN(C=O)C (dimethylformamide). Conditions: time 6 hour. Product: C(C)OC(C1=C(C=C(C=C1)OCCCCCCC1=C(C(=CC=C1)O)O)O)=O (4-[6-(2,3-dihydroxyphenyl)hexyloxy]-2-hydroxybenzoic acid ethyl ester). Isolated yield 74.0%. As a reaction SMILES: [OH:1][C:2]1[C:7]([OH:8])=[CH:6][CH:5]=[CH:4][C:3]=1[CH2:9][CH2:10][CH2:11][CH2:12][CH2:13][CH2:14][O:15][C:16]1[CH:24]=[CH:23][C:19]([C:20]([OH:22])=[O:21])=[C:18]([OH:25])[CH:17]=1.C(=O)(O)[O-].[Na+].[CH2:31](I)[CH3:32]>CN(C)C=O>[CH2:31]([O:21][C:20](=[O:22])[C:19]1[CH:23]=[CH:24][C:16]([O:15][CH2:14][CH2:13][CH2:12][CH2:11][CH2:10][CH2:9][C:3]2[CH:4]=[CH:5][CH:6]=[C:7]([OH:8])[C:2]=2[OH:1])=[CH:17][C:18]=1[OH:25])[CH3:32] |f:1.2|. Procedure: A mixture of 1.0 g (2.9 mmole) of 4-[6-(2,3-dihydroxyphenyl)hexyloxy]-2-hydroxybenzoic acid, 0.295 g (3.5 mmole) of sodium bicarbonate and 2.4 mL (29 mmole) of ethyl iodide in 10 ml of anhydrous dimethylformamide was stirred at 50° for 6 hours. The solvent was removed on the oil pump and the residue was treated with sodium bicarbonate solution. The product was extracted with ethyl acetate and the dried extract was concentrated at reduced pressure to a solid. Recrystallization from ether-hexane g... Reactants: C(#N)C1=CC=C(C=C1)C=1C(CC(NN1)=O)C (6-(p-cyanophenyl)-4,5-dihydro-5-methyl-3(2H)-pyridazinone), BrBr (bromine), ice water. Solvent: C(C)(=O)O (acetic acid), C(C)(=O)O (acetic acid). Product: C(#N)C1=CC=C(C=C1)C=1C(=CC(NN1)=O)C (6-(p-cyanophenyl)-5-methyl-3(2H)-pyridazinone). As a reaction SMILES: [C:1]([C:3]1[CH:8]=[CH:7][C:6]([C:9]2[CH:10]([CH3:16])[CH2:11][C:12](=[O:15])[NH:13][N:14]=2)=[CH:5][CH:4]=1)#[N:2].BrBr>C(O)(=O)C>[C:1]([C:3]1[CH:8]=[CH:7][C:6]([C:9]2[C:10]([CH3:16])=[CH:11][C:12](=[O:15])[NH:13][N:14]=2)=[CH:5][CH:4]=1)#[N:2]. Reported procedure: A 5.0 g. portion of 6-(p-cyanophenyl)-4,5-dihydro-5-methyl-3(2H)-pyridazinone (prepared as described in Example 44 of U.S. Pat. No. 3,824,271) is slurried in 25 ml. of acetic acid. A solution of 1.4 ml. of bromine in 25 ml. of acetic acid is added and the reaction mixture is heated on a steam bath for 30 minutes. A 400 ml. portion of ice water is added and the resulting solid is collected by filtration. This product is heated in 200 ml. of a mixture of ethyl acetate and methanol at the boiling p...